Dataset: the Open Reaction Database (ORD), a public repository of structured organic reaction records. Task: describe an organic reaction: reactants, conditions, products, and yield The reactants are CO, COc1cc(C=C(C(=O)O)c2ccc(O)cc2)cc(OC)c1, O=S(=O)(O)O. Product: COC(=O)C(=Cc1cc(OC)cc(OC)c1)c1ccc(O)cc1. As a reaction SMILES: [CH3:28][OH:29].[CH3:6][O:7][c:8]1[cH:9][c:10]([CH:16]=[C:17]([C:18](=[O:19])[OH:20])[c:21]2[cH:22][cH:23][c:24]([OH:27])[cH:25][cH:26]2)[cH:11][c:12]([O:14][CH3:15])[cH:13]1.[S:1](=[O:2])(=[O:3])([OH:4])[OH:5]>>[CH3:6][O:7][c:8]1[cH:9][c:10]([CH:16]=[C:17]([C:18]([O:19][CH3:28])=[O:20])[c:21]2[cH:22][cH:23][c:24]([OH:27])[cH:25][cH:26]2)[cH:11][c:12]([O:14][CH3:15])[cH:13]1.